Dataset: the Open Reaction Database (ORD), a public repository of structured organic reaction records. Task: describe an organic reaction: reactants, conditions, products, and yield The reactants are C(C)(=O)C=1OC=CC1Br (2-acetyl-3-bromofuran), C(CO)O (ethylene glycol), C1(=CC=C(C=C1)S(=O)(=O)O)C (p-toluenesulfonic acid), BrC1=COC=C1 (3-bromofuran), C(C)(=O)OC(C)=O (acetic anhydride), C(CO)O (ethylene glycol), ferric chloride. Run in C1=CC=CC=C1 (benzene), [N+](=O)([O-])C (nitromethane), [N+](=O)([O-])C (nitromethane). Reaction conditions: time 17 hour. Product: BrC1=C(OC=C1)C1(OCCO1)C (2-(3-bromo-2-furyl)-2-methyl-1,3-dioxolane). As a reaction SMILES: [Br:1][C:2]1[CH:6]=[CH:5][O:4][CH:3]=1.[C:7]([O:10][C:11](=O)[CH3:12])(=[O:9])[CH3:8].C(C1OC=CC=1Br)(=O)C.C(O)CO.C1(C)C=CC(S(O)(=O)=O)=CC=1>[N+](C)([O-])=O.C1C=CC=CC=1>[Br:1][C:2]1[CH:6]=[CH:5][O:4][C:3]=1[C:7]1([CH3:8])[O:10][CH2:11][CH2:12][O:9]1. Procedure: At 0°, a solution of anhydrous ferric chloride (2.7 g, 17.0 mmol) in 50 ml of nitromethane is added portionwise with stirring over a period of 5 hours to a mixture of 3-bromofuran (25.0 g, 170.0 mmol) and acetic anhydride (20.4 g, 200.0 mmol) in 50 ml of nitromethane. After addition is completed, the resulting mixture is stirred at RT for 17 hours and is then evaporated in vacuo. The residue is taken up in 200 ml of diethyl ether, treated with 3.0 g of activated charcoal and filtered. The filtra... Reactants: CC1=C(N=NS1)C(=O)OCC (ethyl 5-methyl-1,2,3-thiadiazole-4-carboxylate), C(C(=O)Cl)(=O)Cl (oxalyl chloride). The product is CC1=C(N=NS1)C(=O)Cl (5-methyl-1,2,3-thiadiazole-4-carbonyl chloride). Reaction SMILES: [CH3:1][C:2]1[S:6][N:5]=[N:4][C:3]=1[C:7]([O:9]CC)=O.C(Cl)(=O)C([Cl:15])=O>>[CH3:1][C:2]1[S:6][N:5]=[N:4][C:3]=1[C:7]([Cl:15])=[O:9]. Procedure details: Hydrolysis of ethyl 5-methyl-1,2,3-thiadiazole-4-carboxylate (D. L. Pain and R. Slack, J. Chem. Soc., 5166 (1965)) and subsequent treatment of the acid with oxalyl chloride according to the method of Example 3 provides 5-methyl-1,2,3-thiadiazole-4-carbonyl chloride. Reactants: C(C1=CC=CC=C1)NC(C(N1C(=NC2=C1C=C(C(=C2)F)F)[C@H](C2=CC=CC=C2)OC)C2CCCCC2)=O (N-benzyl-2-cyclohexyl-2-[5,6-difluoro-2-((S)-methoxy-phenyl-methyl)-benzoimidazol-1-yl]-acetamide), C(C)(C)(C)OC(=O)OC(=O)OC(C)(C)C (di-tert.-butyl-dicarbonate), N,N-dimethylaminopyridine, O.[OH-].[Li+] (lithium hydroxide monohydrate), Cl (hydrochloric acid). Product: C1(CCCCC1)C(C(=O)O)N1C(=NC2=C1C=C(C(=C2)F)F)[C@H](C2=CC=CC=C2)OC (Cyclohexyl-[5,6-difluoro-2-((S)-methoxy-phenyl-methyl)-benzoimidazol-1-yl]-acetic acid). Run in C(C)#N (acetonitrile), O (water). As a reaction SMILES: C(N[C:9](=[O:37])[CH:10]([CH:31]1[CH2:36][CH2:35][CH2:34][CH2:33][CH2:32]1)[N:11]1[C:15]2[CH:16]=[C:17]([F:21])[C:18]([F:20])=[CH:19][C:14]=2[N:13]=[C:12]1[C@@H:22]([O:29][CH3:30])[C:23]1[CH:28]=[CH:27][CH:26]=[CH:25][CH:24]=1)C1C=CC=CC=1.C([O:42]C(OC(OC(C)(C)C)=O)=O)(C)(C)C.O.[OH-].[Li+].Cl>C(#N)C.O>[CH:31]1([CH:10]([N:11]2[C:15]3[CH:16]=[C:17]([F:21])[C:18]([F:20])=[CH:19][C:14]=3[N:13]=[C:12]2[C@@H:22]([O:29][CH3:30])[C:23]2[CH:24]=[CH:25][CH:26]=[CH:27][CH:28]=2)[C:9]([OH:42])=[O:37])[CH2:36][CH2:35][CH2:34][CH2:33][CH2:32]1 |f:2.3.4|. Conditions: time 48 hour. Procedure details: To a solution of N-benzyl-2-cyclohexyl-2-[5,6-difluoro-2-((S)-methoxy-phenyl-methyl)-benzoimidazol-1-yl]-acetamide (2.16 g, 4 mmol, 1.0 equiv) in acetonitrile (25 ml) were added di-tert.-butyl-dicarbonate (1.123 g, 5 mmol, 1.2 equiv., [CAS RN 24424-99-5]) and N,N-dimethylaminopyridine ((0.051 g, 0.1 equiv., [CAS RN 1122-58-3]). The mixture was stirred 48 h at room temperature. A solution of lithium hydroxide monohydrate (0.54 g, 3.0 equiv., [CAS RN 1310-66-3]) in water (4 ml) was added, and the ... The reactants are C1(CCCCC1)N=C=NC1CCCCC1 (dicyclohexylcarbodiimide), ON1N=NC2=C(C1=O)C=CC=C2 (3-hydroxy-1,2,3-benzotriazin-4(3H)-one), C(C#CCC)(=O)O (Pentynoic acid), ON1N=NC2=C(C1=O)C=CC=C2 (3-Hydroxy-1,2,3-benzotriazin-4(3H)-one). The solvent is C1CCOC1 (THF), C1CCOC1 (THF). Conditions: temperature -10 celsius, time 1 hour. Product: O=C1C2=C(N=NN1OC(CCC#C)=O)C=CC=C2 (Pent-4-ynoic Acid 4-oxo-4H-benzo[d][1,2,3]triazin-3-yl Ester). Reaction SMILES: [C:1]([OH:7])(=[O:6])[C:2]#[C:3][CH2:4][CH3:5].C1(N=C=NC2CCCCC2)CCCCC1.O[N:24]1[C:29](=[O:30])[C:28]2[CH:31]=[CH:32][CH:33]=[CH:34][C:27]=2[N:26]=[N:25]1>C1COCC1>[O:30]=[C:29]1[N:24]([O:6][C:1](=[O:7])[CH2:2][CH2:3][C:4]#[CH:5])[N:25]=[N:26][C:27]2[CH:34]=[CH:33][CH:32]=[CH:31][C:28]1=2. Procedure: Pentynoic acid (200 mg, 2.04 mmol) was dissolved in THF (4 mL). The solution was cooled in a brine-icewater bath. A solution of dicyclohexylcarbodiimide (421 mg, 2.04 mmol) in THF (2 mL) was added. 3-Hydroxy-1,2,3-benzotriazin-4(3H)-one (333 mg, 2.04 mmol) was added after 5 minutes. The reaction mixture was stirred 1 h at −10° C. and then 2 h at room temperature. TLC indicated full conversion of 3-hydroxy-1,2,3-benzotriazin-4(3H)-one (eluent: ethyl acetate). Precipitated salts were filtered off.... The reactants are solution, [H-].[H-].[H-].[H-].[Li+].[Al+3] (LAH), C1(CCC1)[C@@H](C(=O)N1CC(C1)O)NC(OC(C)(C)C)=O ((S)-tert-butyl 1-cyclobutyl-2-(3-hydroxyazetidin-1-yl)-2-oxoethylcarbamate), resultant mixture, C(=O)(O)[O-].[Na+] (NaHCO3). Run in C1CCOC1 (THF), C1CCOC1 (THF). Reaction conditions: time 2 hour. The product is C1(CCC1)[C@@H](CN1CC(C1)O)NC ((S)-1-(2-Cyclobutyl-2-(methylamino)ethyl)azetidin-3-ol). Isolated yield 90.3%. RXN SMILES: [H-].[H-].[H-].[H-].[Li+].[Al+3].[CH:7]1([C@H:11]([NH:19][C:20](=O)OC(C)(C)C)[C:12]([N:14]2[CH2:17][CH:16]([OH:18])[CH2:15]2)=O)[CH2:10][CH2:9][CH2:8]1.C([O-])(O)=O.[Na+]>C1COCC1>[CH:7]1([C@H:11]([NH:19][CH3:20])[CH2:12][N:14]2[CH2:17][CH:16]([OH:18])[CH2:15]2)[CH2:10][CH2:9][CH2:8]1 |f:0.1.2.3.4.5,7.8|. Procedure details: A 1 M solution of LAH in THF (66.8 mL, 66.8 mmol) under nitrogen was heated to 45° C. A solution of (S)-tert-butyl 1-cyclobutyl-2-(3-hydroxyazetidin-1-yl)-2-oxoethylcarbamate (Compound Y2.1) (3.80 g, 13.4 mmol) in THF (20 mL) was added dropwise over 30 min. The resultant mixture was stirred at 47° C. over night. The mixture was cooled on an ice-bath and NaHCO3 (8% aq., 16 mL) was carefully added dropwise. The stirring was continued for 2 h at rt. The precipitate was filtered off and washed with ... Starting materials: C(#N)C1=CC=C(C=C1)C(CC(=O)OCC)=O (ethyl 3-(4-cyanophenyl)-3-oxopropanoate), 2-(2-aminoethylamine) 5-nitropyridine, ClC1=CC=C(C(=N1)C1=CC=CC=C1)C(=O)OCC (ethyl 6-chloro-2-phenylpyridine-3-carboxylate), C(#N)C1=C(C(=O)C(=C(C1=O)Cl)Cl)C#N (DDQ), ClC1=NC=CC=C1 (chloropyridine), NC1=C(C=CC(=N1)NCCNC1=NC(=C(C=C1)C=1NC=CN1)C1=C(C=C(C=C1)Cl)Cl)[N+](=O)[O-] ({2-[(6-amino-5-nitro(2-pyridyl))amino]ethyl}[6-(2,4-dichlorophenyl)-5-imidazolyl(2-pyridyl)]amine). Solvent: C1CCOC1.C(C)O (THF ethanol), CC(=O)N(C)C (DMA), C1(=CC=CC=C1)C (toluene). Product: C(#N)C1=CC=C(C=C1)C1=NC(=CC=C1C(=O)OCC)NCCNC1=NC=C(C=C1)[N+](=O)[O-] (ethyl 2-(4-cyanophenyl)-6-({2-[(5-nitro(2-pyridyl))amino]ethyl}amino)pyridine-3-carboxylate). As a reaction SMILES: [C:1]([C:3]1[CH:8]=[CH:7][C:6]([C:9](=O)[CH2:10][C:11]([O:13][CH2:14][CH3:15])=[O:12])=[CH:5][CH:4]=1)#[N:2].C(C1C(=O)C(Cl)=C(Cl)C(=O)C=1C#N)#N.ClC1C=CC=CN=1.ClC1N=C(C2C=CC=CC=2)C(C(OCC)=O)=CC=1.N[C:57]1[N:62]=[C:61]([NH:63][CH2:64][CH2:65][NH:66][C:67]2[CH:72]=[CH:71]C(C3NC=CN=3)=C(C3C=CC(Cl)=CC=3Cl)[N:68]=2)[CH:60]=[CH:59][C:58]=1[N+:86]([O-:88])=[O:87]>C1(C)C=CC=CC=1.CC(N(C)C)=O.C1COCC1.C(O)C>[C:1]([C:3]1[CH:8]=[CH:7][C:6]([C:9]2[C:10]([C:11]([O:13][CH2:14][CH3:15])=[O:12])=[CH:71][CH:72]=[C:67]([NH:66][CH2:65][CH2:64][NH:63][C:61]3[CH:60]=[CH:59][C:58]([N+:86]([O-:88])=[O:87])=[CH:57][N:62]=3)[N:68]=2)=[CH:5][CH:4]=1)#[N:2] |f:7.8|. Procedure: ethyl 2-(4-cyanophenyl)-6-({2-[(5-nitro(2-pyridyl))amino]ethyl}amino)pyridine-3-carboxylate (62258) was prepared from ethyl 3-(4-cyanophenyl)-3-oxopropanoate (ref. Wemple, J.; et. al. Synthesis 1993, 290-292.) as the starting material and THF/ethanol ratio of 1:5 as the solvent in the first step. The oxidation uses DDQ in toluene. The final product is achieved directly from the chloropyridine by reacting ethyl 6-chloro-2-phenylpyridine-3-carboxylate with 2-(2-aminoethylamine)-5-nitropyridine in ... The product is C(C1=CC=CC=C1)NC(=O)N1SC2=C(C1=O)C=CC=C2 (3-Oxo-3H-benzo[d]isothiazole-2-carboxylic acid benzylamide). Reaction SMILES: [S:1]1[C:5]2[CH:6]=[CH:7][CH:8]=[CH:9][C:4]=2[C:3](=[O:10])[NH:2]1.[CH2:11]([N:18]=[C:19]=[O:20])[C:12]1[CH:17]=[CH:16][CH:15]=[CH:14][CH:13]=1>>[CH2:11]([NH:18][C:19]([N:2]1[C:3](=[O:10])[C:4]2[CH:9]=[CH:8][CH:7]=[CH:6][C:5]=2[S:1]1)=[O:20])[C:12]1[CH:17]=[CH:16][CH:15]=[CH:14][CH:13]=1. Reactants: S1NC(C2=C1C=CC=C2)=O (benzo[d]isothiazol-3-one), C(C1=CC=CC=C1)N=C=O (benzyl isocyanate), IR(CHCl3). Procedure: Following the synthetic procedure of 6a as described in Example 1, compound 6i (88% yield) was synthesized from benzo[d]isothiazol-3-one and benzyl isocyanate as a white solid. mp 169-170° C.; IR(CHCl3) 3281, 1711, 1663, 1536 cm−1; 1H-NMR (CDCl3) δ4.64 (d, J=5.9 Hz, 2H), 7.28-7.45 (m, 5H), 7.58 (d, J=7.2 Hz, 1H), 7.70 (t, J=7.2 Hz, 1H), 8.01 (d, J=7.2 Hz, 1H), 9.26 (br s, 1H); ESIMS m/e 285 (M++1).